This data is from the Open Reaction Database (ORD), a public repository of structured organic reaction records. The task is: describe an organic reaction: reactants, conditions, products, and yield The reactants are C[C@]12CC[C@H]3[C@H]([C@@H]1CC[C@@H]2O)CCC4=CC(=O)CC[C@H]34 (19-nortestosterone), C(CCCCCCCCC)(=O)O (decanoic acid), C1CCC(CC1)N=C=NC2CCCCC2 (DCC), C(C)(=O)O (acetic acid). The reagents and catalysts are CN(C)C=1C=CN=CC1 (DMAP), CC=1C=CC(=CC1)S(=O)(=O)O (pTSA). Run in C(Cl)Cl (CH2Cl2), C(Cl)Cl (CH2Cl2), CO.O (methanol water). Product: CCCCCCCCCC(=O)O[C@H]1CC[C@@H]2[C@@]1(CC[C@H]3[C@H]2CCC4=CC(=O)CC[C@H]34)C (19-nortestosterone decanoate). The yield is 88.8%. RXN SMILES: [CH3:1][C@@:2]12[C@@H:10]([OH:11])[CH2:9][CH2:8][C@H:7]1[C@@H:6]1[CH2:12][CH2:13][C:14]3[C@@H:20]([C@H:5]1[CH2:4][CH2:3]2)[CH2:19][CH2:18][C:16](=[O:17])[CH:15]=3.[C:21](O)(=[O:31])[CH2:22][CH2:23][CH2:24][CH2:25][CH2:26][CH2:27][CH2:28][CH2:29][CH3:30].C1CCC(N=C=NC2CCCCC2)CC1.C(O)(=O)C>CN(C1C=CN=CC=1)C.C(Cl)Cl.CC1C=CC(S(O)(=O)=O)=CC=1.CO.O>[CH3:30][CH2:29][CH2:28][CH2:27][CH2:26][CH2:25][CH2:24][CH2:23][CH2:22][C:21]([O:11][C@@H:10]1[C@@:2]2([CH3:1])[CH2:3][CH2:4][C@@H:5]3[C@@H:20]4[C:14](=[CH:15][C:16]([CH2:18][CH2:19]4)=[O:17])[CH2:13][CH2:12][C@H:6]3[C@@H:7]2[CH2:8][CH2:9]1)=[O:31] |f:7.8|. Procedure: To a stirred solution of 5,48 g 19-nortestosterone, 4 g decanoic acid, 0.24 g DMAP and 0.19 g pTSA in 35 ml CH2Cl2 is slowly added at 10° C. a solution of 5.6 g DCC in 30 ml CH2Cl2. After 5 h at room temperature 2 ml acetic acid is added. The same work-up procedure as in Example 6 gives 7.6 g of pure 19-nortestosterone decanoate (88% yield) as white crystals from methanol/water. M.P. 35°-36° C. The reactants are COc1ccc(CC(=O)N2CCC3(CC2)CN(C(=O)OC(C)(C)C)C3)cc1, CO, Cl, C1COCCO1. Product: COc1ccc(CC(=O)N2CCC3(CC2)CNC3)cc1, Cl. Reaction SMILES: [CH3:1][O:2][c:3]1[cH:4][cH:5][c:6]([CH2:9][C:10](=[O:11])[N:12]2[CH2:13][CH2:14][C:15]3([CH2:16][N:17]([C:19]([O:20][C:21]([CH3:22])([CH3:23])[CH3:24])=[O:25])[CH2:18]3)[CH2:26][CH2:27]2)[cH:7][cH:8]1.[CH3:29][OH:30].[ClH:28].[O:31]1[CH2:32][CH2:33][O:34][CH2:35][CH2:36]1>>[CH3:1][O:2][c:3]1[cH:4][cH:5][c:6]([CH2:9][C:10](=[O:11])[N:12]2[CH2:13][CH2:14][C:15]3([CH2:16][NH:17][CH2:18]3)[CH2:26][CH2:27]2)[cH:7][cH:8]1.[ClH:28]. Starting materials: O=C1SC(C(N1)=O)CC1=CC=C(OCC(=O)NC2=C(C=C(C=C2)OC2=CC=C(C=C2)O)N(C(OC(C)(C)C)=O)C)C=C1 (t-butyl N-{2-[4-(2,4-dioxothiazolidin-5-ylmethyl)phenoxyacetylamino]-5-(4-hydroxyphenoxy)phenyl}-N-methylcarbamate), Cl.O1CCOCC1 (hydrochloric acid dioxane). Product: OC1=CC=C(OC=2C=CC3=C(N(C(=N3)COC3=CC=C(CC4C(NC(S4)=O)=O)C=C3)C)C2)C=C1 (5-{4-[6-(4-Hydroxyphenoxy)-1-methyl-1H-benzimidazol-2-ylmethoxy]benzyl}thiazolidine-2,4-dione). Yield: 21.8%. As a reaction SMILES: [O:1]=[C:2]1[NH:6][C:5](=[O:7])[CH:4]([CH2:8][C:9]2[CH:42]=[CH:41][C:12]([O:13][CH2:14][C:15]([NH:17][C:18]3[CH:23]=[CH:22][C:21]([O:24][C:25]4[CH:30]=[CH:29][C:28]([OH:31])=[CH:27][CH:26]=4)=[CH:20][C:19]=3[N:32]([CH3:40])C(=O)OC(C)(C)C)=O)=[CH:11][CH:10]=2)[S:3]1.Cl.O1CCOCC1>>[OH:31][C:28]1[CH:27]=[CH:26][C:25]([O:24][C:21]2[CH:22]=[CH:23][C:18]3[N:17]=[C:15]([CH2:14][O:13][C:12]4[CH:41]=[CH:42][C:9]([CH2:8][CH:4]5[S:3][C:2](=[O:1])[NH:6][C:5]5=[O:7])=[CH:10][CH:11]=4)[N:32]([CH3:40])[C:19]=3[CH:20]=2)=[CH:30][CH:29]=1 |f:1.2|. Reported procedure: Using 1.49 g of t-butyl N-{2-[4-(2,4-dioxothiazolidin-5-ylmethyl)phenoxyacetylamino]-5-(4-hydroxyphenoxy)phenyl}-N-methylcarbamate and 10 ml of a 4N hydrochloric acid/dioxane solution, reaction and purification were carried out in a similar manner to that described in Example (2-2a), whereby 0.26 g of the title compound were obtained. The reactants are CC(C)=NO (acetone oxime), CC(C)([O-])C.[Na+] (sodium tert-butoxide), CCOCC (ether), C(C)(C)(C)OC(N(CCC(C)C)CC1=CC=C(C=C1)OC1=CC(=C(C=C1)C#N)F)=O ([4-(4-Cyano-3-fluoro-phenoxy)-benzyl]-(3-methyl-butyl)-carbamic acid tert-butyl ester). Run in CN(C)C=O (DMF). Conditions: time 45 minute. The product is C(C)(C)(C)OC(N(CCC(C)C)CC1=CC=C(C=C1)OC1=CC(=C(C=C1)C#N)ON=C(C)C)=O ([4-(4-Cyano-3-isopropylideneaminooxy-phenoxy)-benzyl]-(3-methyl-butyl)-carbamic acid tert-butylester). Yield: 27.0%. As a reaction SMILES: [CH3:1][C:2](=[N:4][OH:5])[CH3:3].CC(C)([O-])C.[Na+].[C:12]([O:16][C:17](=[O:41])[N:18]([CH2:24][C:25]1[CH:30]=[CH:29][C:28]([O:31][C:32]2[CH:37]=[CH:36][C:35]([C:38]#[N:39])=[C:34](F)[CH:33]=2)=[CH:27][CH:26]=1)[CH2:19][CH2:20][CH:21]([CH3:23])[CH3:22])([CH3:15])([CH3:14])[CH3:13].CCOCC>CN(C=O)C>[C:12]([O:16][C:17](=[O:41])[N:18]([CH2:24][C:25]1[CH:30]=[CH:29][C:28]([O:31][C:32]2[CH:37]=[CH:36][C:35]([C:38]#[N:39])=[C:34]([O:5][N:4]=[C:2]([CH3:3])[CH3:1])[CH:33]=2)=[CH:27][CH:26]=1)[CH2:19][CH2:20][CH:21]([CH3:23])[CH3:22])([CH3:14])([CH3:15])[CH3:13] |f:1.2|. Procedure: To a solution of acetone oxime (1.1 equiv) in DMF was added sodium tert-butoxide (1.1 equiv). The mixture was stirred at room temperature for 45 min followed by the addition of a solution of compound from Step 3 (1 equiv). The reaction was stirred at room temperature for 3 hours. It was poured on NH4Cl sat and ether. Washed with water and dry over magnesium sulphate, filtered and concentrate. It was purified by silica gel chromatography using hexane:ethyl acetate (15%) to afford the title compou...